Dataset: the Open Reaction Database (ORD), a public repository of structured organic reaction records. Task: describe an organic reaction: reactants, conditions, products, and yield Starting materials: CCO, CI, [Na], O=[N+]([O-])c1ccc(-c2c[nH]c(S)n2)cc1. Yields the product CSc1nc(-c2ccc([N+](=O)[O-])cc2)c[nH]1. Reaction SMILES: [CH3:19][CH2:20][OH:21].[I:17][CH3:18].[Na:16].[SH:1][c:2]1[nH:3][cH:4][c:5](-[c:7]2[cH:8][cH:9][c:10]([N+:13](=[O:14])[O-:15])[cH:11][cH:12]2)[n:6]1>>[S:1]([c:2]1[nH:3][cH:4][c:5](-[c:7]2[cH:8][cH:9][c:10]([N+:13](=[O:14])[O-:15])[cH:11][cH:12]2)[n:6]1)[CH3:18]. The reactants are CCN(C(C)C)C(C)C (DIEA), O1C(C1)COC=1C=C(C=CC1)CO ((3-(oxiran-2-ylmethoxy)phenyl)methanol), Cl.CC=1N=C(C2=C(N1)SC=C2)N2CCC(CC2)N (1-(2-methylthieno[2,3-d]pyrimidin-4-yl)piperidin-4-amine HCl-salt). Run in CC(C)O.CS(=O)C (iPrOH DMSO). The product is OCC=1C=C(OCC(CNC2CCN(CC2)C=2C3=C(N=C(N2)C)SC=C3)O)C=CC1 (1-(3-(hydroxymethyl)phenoxy)-3-(1-(2-methylthieno[2,3-d]pyrimidin-4-yl)piperidin-4-ylamino)propan-2-ol). Isolated yield 20.0%. Reaction SMILES: CCN(C(C)C)C(C)C.[O:10]1[CH2:12][CH:11]1[CH2:13][O:14][C:15]1[CH:16]=[C:17]([CH2:21][OH:22])[CH:18]=[CH:19][CH:20]=1.Cl.[CH3:24][C:25]1[N:26]=[C:27]([N:34]2[CH2:39][CH2:38][CH:37]([NH2:40])[CH2:36][CH2:35]2)[C:28]2[CH:33]=[CH:32][S:31][C:29]=2[N:30]=1>CC(O)C.CS(C)=O>[OH:22][CH2:21][C:17]1[CH:16]=[C:15]([CH:20]=[CH:19][CH:18]=1)[O:14][CH2:13][CH:11]([OH:10])[CH2:12][NH:40][CH:37]1[CH2:36][CH2:35][N:34]([C:27]2[C:28]3[CH:33]=[CH:32][S:31][C:29]=3[N:30]=[C:25]([CH3:24])[N:26]=2)[CH2:39][CH2:38]1 |f:2.3,4.5|. Procedure: Synthesis followed SP6 (iPrOH:DMSO 1:1, 1.2 eq. DIEA, 120° C., 90 h), using 150 μmol (3-(oxiran-2-ylmethoxy)phenyl)methanol and 1-(2-methylthieno[2,3-d]pyrimidin-4-yl)piperidin-4-amine HCl-salt to give the title compound with 20% yield upon purification by prep. HPLC (reversed phase) and subsequent by prep. TLC (1 mm silica gel, PE/CH2Cl2/MeOH 4:6:1). The reactants are CCCCCCCCCCC(=O)Cl, NC1=NC(=O)C2=CC=NC2=N1. Product: CCCCCCCCCCC(=O)NC1=NC(=O)C2=CC=NC2=N1. As a reaction SMILES: [C:12]([CH2:13][CH2:14][CH2:15][CH2:16][CH2:17][CH2:18][CH2:19][CH2:20][CH2:21][CH3:22])(=[O:23])[Cl:24].[NH2:1][C:2]1=[N:3][C:4](=[O:11])[C:5]2=[CH:10][CH:9]=[N:8][C:6]2=[N:7]1>>[NH:1]([C:2]1=[N:3][C:4](=[O:11])[C:5]2=[CH:10][CH:9]=[N:8][C:6]2=[N:7]1)[C:12]([CH2:13][CH2:14][CH2:15][CH2:16][CH2:17][CH2:18][CH2:19][CH2:20][CH2:21][CH3:22])=[O:23]. Starting materials: ClC1=CC=C2C(=N1)N(C(N2CC2CC2)=O)C (5-chloro-1-(cyclopropylmethyl)-3-methyl-1,3-dihydro-2H-imidazo[4,5-b]pyridin-2-one), CC(C)C1=CC(=C(C(=C1)C(C)C)C2=C(C=CC=C2)P(C3CCCCC3)C4CCCCC4)C(C)C (xphos), [Br-].C(#N)CCC[Zn+] (3-cyanopropylzinc bromide), C1CCOC1 (THF). Reagents/catalysts: CC(=O)[O-].CC(=O)[O-].[Pd+2] (Pd(OAc)2). Solvent: O1CCOCC1 (dioxane). The product is CC(CN1C(N(C2=NC(=CC=C21)CCCC#N)C)=O)(C)C (4-[1-(2,2-Dimethylpropyl)-3-methyl-2-oxo-2,3-dihydro-1H-imidazo[4,5-b]pyridin-5-yl]butanenitrile). RXN SMILES: Cl[C:2]1[N:7]=[C:6]2[N:8]([CH3:16])[C:9](=[O:15])[N:10]([CH2:11][CH:12]3[CH2:14][CH2:13]3)[C:5]2=[CH:4][CH:3]=1.[CH3:17]C(C1C=C(C(C)C)C(C2C=CC=CC=2P(C2CCCCC2)C2CCCCC2)=C(C(C)C)C=1)C.[Br-].[C:52]([CH2:54][CH2:55][CH2:56][Zn+])#[N:53].C1COCC1>O1CCOCC1.CC([O-])=O.CC([O-])=O.[Pd+2]>[CH3:17][C:12]([CH3:13])([CH3:14])[CH2:11][N:10]1[C:5]2[C:6](=[N:7][C:2]([CH2:56][CH2:55][CH2:54][C:52]#[N:53])=[CH:3][CH:4]=2)[N:8]([CH3:16])[C:9]1=[O:15] |f:2.3,6.7.8|. Procedure: To a stirred solution of 1-4 (0.40 g, 1.58 mmol), Pd(OAc)2 (0.02 g, 0.08 mmol), xphos (0.074 g, 0.16 mmol) in dioxane (12 mL) was added 3-cyanopropylzinc bromide 0.5M solution in THF (12.6 mL, 6.3 mmol) and the resulting mixture was microwave irradiated for 30 minutes at 100° C. The reaction was allowed to cool and partitioned between ethyl acetate and water. The organic phase was concentrated and flash column separation using a 0-60% ethyl acetate/hexane gradient gave 38-1. (0.42 g, 94%). LRMS ... Starting materials: C([O-])(O)=O.[Na+] (sodium bicarbonate), Br.OCC=1NC=C(N1)C(CBr)=O (2-hydroxymethyl-4-bromoacetylimidazole hydrobromide), C(N)(=N)NC(=S)N (amidinothiourea). The solvent is CC(=O)C (acetone), O (water). Product: Br.N(C(=N)N)C=1SC=C(N1)C=1N=C(NC1)CO (2-guanidino-4-(2-hydroxymethyl-4-imidazolyl)thiazole hydrobromide). Yield: 87.6%. Reaction SMILES: Br.[OH:2][CH2:3][C:4]1[NH:5][CH:6]=[C:7]([C:9](=O)[CH2:10][Br:11])[N:8]=1.C(=O)(O)[O-].[Na+].[C:18]([NH:21][C:22]([NH2:24])=[S:23])(=[NH:20])[NH2:19]>O.CC(C)=O>[BrH:11].[NH:21]([C:22]1[S:23][CH:10]=[C:9]([C:7]2[N:8]=[C:4]([CH2:3][OH:2])[NH:5][CH:6]=2)[N:24]=1)[C:18]([NH2:20])=[NH:19] |f:0.1,2.3,7.8|. Procedure: 1.78 g (0.0059 mol) of 2-hydroxymethyl-4-bromoacetylimidazole hydrobromide was dissolved in water and saturated sodium bicarbonate solution was added to precipitate the free base. This material was collected by filtration and dried and combined with 956 mg (0.0081 mol) of amidinothiourea in 60 ml acetone and heated to 70° . After 15 minutes heating a solid formed. The reaction mixture was cooled and the resultant solid was collected by filtration to give 1.65 g (87%) 2-guanidino-4-(2-hydroxymeth... Starting materials: C1CCOC1, O=[N+]([O-])C1(c2ccccc2)CCC2CCCN2C1. Yields the product NC1(c2ccccc2)CCC2CCCN2C1. Reaction SMILES: [CH2:19]1[O:20][CH2:21][CH2:22][CH2:23]1.[N+:1]([O-:2])(=[O:3])[C:4]1([c:13]2[cH:14][cH:15][cH:16][cH:17][cH:18]2)[CH2:5][N:6]2[CH2:7][CH2:8][CH2:9][CH:10]2[CH2:11][CH2:12]1>>[NH2:1][C:4]1([c:13]2[cH:14][cH:15][cH:16][cH:17][cH:18]2)[CH2:5][N:6]2[CH2:7][CH2:8][CH2:9][CH:10]2[CH2:11][CH2:12]1. The reactants are C(C)(C)OC(C)C (diisopropyl ether), OCC1CCNCC1 (4-Hydroxymethylpiperidine), [N+](=O)(OC(C)=O)[O-] (acetyl nitrate), [N+](=O)(O)[O-] (nitric acid), [N+](=O)(O)[O-] (nitric acid), [N+](=O)([O-])[O-] (nitrate). Solvent: C(C)#N (acetonitrile). Reaction conditions: time 3 hour. Yields the product [N+](=O)(O)[O-].O([N+](=O)[O-])CC1CCNCC1 (4-Nitroxymethylpiperidine nitrate). RXN SMILES: [OH:1][CH2:2][CH:3]1[CH2:8][CH2:7][NH:6][CH2:5][CH2:4]1.[N+:9]([O-:12])([OH:11])=[O:10].[N+:13]([O-])([O:15]C(=O)C)=[O:14].C(OC(C)C)(C)C.[N+]([O-])([O-])=O>C(#N)C>[N+:9]([O-:12])([OH:11])=[O:10].[O:1]([CH2:2][CH:3]1[CH2:8][CH2:7][NH:6][CH2:5][CH2:4]1)[N+:13]([O-:15])=[O:14] |f:6.7|. Procedure: 5.8 g. 4-Hydroxymethylpiperidine are dissolved in 100 ml. acetonitrile and cooled to -25° C. By the addition of 3.1 ml. 100% nitric acid, the base is converted into the nitric acid salt. To this solution is added a freshly prepared acetyl nitrate solution (prepared from 9.5 ml. acetic anhydride and 4.2 ml. 100% nitric acid in 40 ml. acetonitrile at -25° C.) and the reaction mixture then stirred for 3 hours at this temperature. The reaction solution is diluted with 300 ml. diisopropyl ether. The ... The reactants are CCOC(=O)C=1NC2=CC=C(C=C2C1CCCNC(=O)OCC1=CC=CC=C1)C(=O)O (3-(3-benzyloxycarbonylamino-propyl)-1H-indole-2,5-dicarboxylic acid 2-ethyl ester), NC1=CC=CC=C1 (Aniline), Cl.CN(CCCN=C=NCC)C (1-(3-dimethylaminopropyl)-3-ethylcarbodimide hydrochloride), O.ON1N=NC2=C1C=CC=C2 (1-hydroxybenzotriazole hydrate). Run in ClCCl (dichloromethane), CS(=O)C (DMSO), C(C)(=O)OCC (ethyl acetate). Conditions: time 0.5 hour. Yields the product C(C)OC(=O)C=1NC2=CC=C(C=C2C1CCCNC(=O)OCC1=CC=CC=C1)C(NC1=CC=CC=C1)=O (3-(3-benzyloxycarbonylamino-propyl)-5-phenylcarbamoyl-1H-indole-2-carboxylic acid ethyl ester). Isolated yield 58.7%. As a reaction SMILES: [CH3:1][CH2:2][O:3][C:4]([C:6]1[NH:7][C:8]2[C:13]([C:14]=1[CH2:15][CH2:16][CH2:17][NH:18][C:19]([O:21][CH2:22][C:23]1[CH:28]=[CH:27][CH:26]=[CH:25][CH:24]=1)=[O:20])=[CH:12][C:11]([C:29]([OH:31])=O)=[CH:10][CH:9]=2)=[O:5].Cl.CN(C)CCCN=C=NCC.O.O[N:46]1[C:50]2[CH:51]=[CH:52][CH:53]=[CH:54][C:49]=2N=N1.NC1C=CC=CC=1>ClCCl.CS(C)=O.C(OCC)(=O)C>[CH2:2]([O:3][C:4]([C:6]1[NH:7][C:8]2[C:13]([C:14]=1[CH2:15][CH2:16][CH2:17][NH:18][C:19]([O:21][CH2:22][C:23]1[CH:28]=[CH:27][CH:26]=[CH:25][CH:24]=1)=[O:20])=[CH:12][C:11]([C:29](=[O:31])[NH:46][C:50]1[CH:51]=[CH:52][CH:53]=[CH:54][CH:49]=1)=[CH:10][CH:9]=2)=[O:5])[CH3:1] |f:1.2,3.4|. Procedure details: A reaction flask equipped with a nitrogen line and a stir bar was charged with a solution of 3-(3-benzyloxycarbonylamino-propyl)-1H-indole-2,5-dicarboxylic acid 2-ethyl ester (64 mg, 0.15 mmol) in dichloromethane (2 mL) and DMSO (1 mL). 1-(3-dimethylaminopropyl)-3-ethylcarbodimide hydrochloride (37.5 mg, 0.19 mmol) and 1-hydroxybenzotriazole hydrate (26.5 mg, 0.19 mmol) were added. The reaction mixture was stirred for 0.5 h. Aniline (20.5 microL, 0.23 mmol) was added and stirring continued for 4... Starting materials: C, CC(=O)O, CCO, COCC1=CCCN(CC(C)Cc2cccc(Oc3ccccc3)c2)C1, [Pd]. Yields the product COCC1CCCN(CC(C)Cc2cccc(Oc3ccccc3)c2)C1. As a reaction SMILES: [C:34].[CH3:27][C:28](=[O:29])[OH:30].[CH3:31][CH2:32][OH:33].[O:1]([c:2]1[cH:3][cH:4][cH:5][cH:6][cH:7]1)[c:8]1[cH:9][c:10]([CH2:14][CH:15]([CH2:16][N:17]2[CH2:18][C:19]([CH2:23][O:24][CH3:25])=[CH:20][CH2:21][CH2:22]2)[CH3:26])[cH:11][cH:12][cH:13]1.[Pd:35]>>[O:1]([c:2]1[cH:3][cH:4][cH:5][cH:6][cH:7]1)[c:8]1[cH:9][c:10]([CH2:14][CH:15]([CH2:16][N:17]2[CH2:18][CH:19]([CH2:23][O:24][CH3:25])[CH2:20][CH2:21][CH2:22]2)[CH3:26])[cH:11][cH:12][cH:13]1.